Dataset: the Open Reaction Database (ORD), a public repository of structured organic reaction records. Task: describe an organic reaction: reactants, conditions, products, and yield Starting materials: C(C)(=O)O (Acetic acid), resultant mixture, C(C)OC(=O)C1=NN(C(C1)(C1=NC=CC=C1)O)C=1C=NC(=CC1)OC (5-hydroxy-1-(6-methoxy-3-pyridyl)-5-(2-pyridyl)-4,5-dihydropyrazole-3-carboxylic acid ethyl ester). Solvent: C(C)O (ethanol). Conditions: temperature 105 celsius, time 4 hour. Product: C(C)OC(=O)C1=NN(C(=C1)C1=NC=CC=C1)C=1C=NC(=CC1)OC (1-(6-Methoxy-3-pyridyl)-5-(2-pyridyl)pyrazole-3-carboxylic acid ethyl ester). As a reaction SMILES: [CH2:1]([O:3][C:4]([C:6]1[CH2:10][C:9](O)([C:11]2[CH:16]=[CH:15][CH:14]=[CH:13][N:12]=2)[N:8]([C:18]2[CH:19]=[N:20][C:21]([O:24][CH3:25])=[CH:22][CH:23]=2)[N:7]=1)=[O:5])[CH3:2].C(O)(=O)C>C(O)C>[CH2:1]([O:3][C:4]([C:6]1[CH:10]=[C:9]([C:11]2[CH:16]=[CH:15][CH:14]=[CH:13][N:12]=2)[N:8]([C:18]2[CH:19]=[N:20][C:21]([O:24][CH3:25])=[CH:22][CH:23]=2)[N:7]=1)=[O:5])[CH3:2]. Procedure: The above-obtained 5-hydroxy-1-(6-methoxy-3-pyridyl)-5-(2-pyridyl)-4,5-dihydropyrazole-3-carboxylic acid ethyl ester (0.546 g) was dissolved in ethanol (11 mL). Acetic acid (0.456 mL) was added to the resultant mixture, followed by stirring at 105° C. for 4 hours. The mixture was cooled in air. Subsequently, the reaction mixture was partitioned by use of saturated aqueous solution of sodium hydrogencarbonate, water, and ethyl acetate. The organic layer was dried over sodium sulfate anhydrate, fo... The reactants are C(C)(=O)OC=1C=C(C=CC1OC(C)=O)C(C(=O)OCC)C (Ethyl 3,4-diacetoxyphenylpropionate), C(CCCCC)N (n-hexylamine). Yields the product C(CCCCC)NC(C(C)C1=CC(=C(C=C1)O)O)=O (N-n-Hexyl-3,4-dihydroxyphenylpropionamide). RXN SMILES: C([O:4][C:5]1[CH:6]=[C:7]([CH:15]([CH3:21])[C:16]([O:18]CC)=O)[CH:8]=[CH:9][C:10]=1[O:11]C(=O)C)(=O)C.[CH2:22]([NH2:28])[CH2:23][CH2:24][CH2:25][CH2:26][CH3:27]>>[CH2:22]([NH:28][C:16](=[O:18])[CH:15]([C:7]1[CH:8]=[CH:9][C:10]([OH:11])=[C:5]([OH:4])[CH:6]=1)[CH3:21])[CH2:23][CH2:24][CH2:25][CH2:26][CH3:27]. Procedure details: Ethyl 3,4-diacetoxyphenylpropionate and n-hexylamine were used to obtain N-n-Hexyl-3,4-dihydroxyphenylpropionamide by carrying out the same procedures as described in Example 1. The reactants are O=Cc1ccc(B(O)O)o1, O=Cc1cc(Cc2ccc(Cl)cc2)cs1, CCOP(=O)(OCC)OCc1ccccc1. The product is O=Cc1ccc(Cc2ccccc2)o1. As a reaction SMILES: [CH:1](=[O:2])[c:3]1[cH:4][cH:5][c:6]([B:8]([OH:9])[OH:10])[o:7]1.[Cl:27][c:28]1[cH:29][cH:30][c:31]([CH2:32][c:33]2[cH:34][c:35]([CH:36]=[O:37])[s:38][cH:39]2)[cH:40][cH:41]1.[P:11]([O:12][CH2:13][CH3:21])([O:22][CH2:23][CH3:24])([O:25][CH2:14][c:15]1[cH:16][cH:17][cH:18][cH:19][cH:20]1)=[O:26]>>[CH:1](=[O:2])[c:3]1[cH:4][cH:5][c:6]([CH2:14][c:15]2[cH:16][cH:17][cH:18][cH:19][cH:20]2)[o:7]1. Reactants: C1CCOC1, [Li]C, COc1ccc(S(=O)(=O)Nc2cc(C=O)ccc2Cl)cc1OC. Product: COc1ccc(S(=O)(=O)Nc2cc(C(C)O)ccc2Cl)cc1OC. As a reaction SMILES: [CH2:26]1[O:27][CH2:28][CH2:29][CH2:30]1.[CH3:24][Li:25].[Cl:1][c:2]1[c:3]([NH:10][S:11](=[O:12])(=[O:13])[c:14]2[cH:15][c:16]([O:22][CH3:23])[c:17]([O:20][CH3:21])[cH:18][cH:19]2)[cH:4][c:5]([CH:8]=[O:9])[cH:6][cH:7]1>>[Cl:1][c:2]1[c:3]([NH:10][S:11](=[O:12])(=[O:13])[c:14]2[cH:15][c:16]([O:22][CH3:23])[c:17]([O:20][CH3:21])[cH:18][cH:19]2)[cH:4][c:5]([CH:8]([OH:9])[CH3:24])[cH:6][cH:7]1. Starting materials: [BH3-]C#N, CCS(=O)(=O)N1CCC(c2c[nH]c3c(C(N)=O)cc(-c4ccc5c(c4)CNC5)cc23)CC1, CO, CC=O, [Cl-], [Cl-], [Na+], [Zn+2]. Yields the product CCN1Cc2ccc(-c3cc(C(N)=O)c4[nH]cc(C5CCN(S(=O)(=O)CC)CC5)c4c3)cc2C1. Reaction SMILES: [C:36]([BH3-:37])#[N:38].[CH2:1]1[NH:2][CH2:3][c:4]2[cH:5][c:6](-[c:10]3[cH:11][c:12]4[c:13]([CH:22]5[CH2:23][CH2:24][N:25]([S:28](=[O:29])(=[O:30])[CH2:31][CH3:32])[CH2:26][CH2:27]5)[cH:14][nH:15][c:16]4[c:17]([C:19](=[O:20])[NH2:21])[cH:18]3)[cH:7][cH:8][c:9]21.[CH3:40][OH:41].[CH:33]([CH3:34])=[O:35].[Cl-:42].[Cl-:44].[Na+:39].[Zn+2:43]>>[CH2:1]1[N:2]([CH2:33][CH3:34])[CH2:3][c:4]2[cH:5][c:6](-[c:10]3[cH:11][c:12]4[c:13]([CH:22]5[CH2:23][CH2:24][N:25]([S:28](=[O:29])(=[O:30])[CH2:31][CH3:32])[CH2:26][CH2:27]5)[cH:14][nH:15][c:16]4[c:17]([C:19](=[O:20])[NH2:21])[cH:18]3)[cH:7][cH:8][c:9]21. Reactants: CN(C)C(=O)Cl, CCO, Cc1ccccc1, Cc1cc(C)nc(NCCN(C(C)C)C(C)C)n1, [H-], [Na+], [Na+], [OH-]. Product: Cc1cc(C)nc(N(CCN(C(C)C)C(C)C)C(=O)N(C)C)n1. RXN SMILES: [CH3:21][N:22]([C:23](=[O:24])[Cl:25])[CH3:26].[CH3:29][CH2:30][OH:31].[CH3:32][c:33]1[cH:34][cH:35][cH:36][cH:37][cH:38]1.[CH:1]([CH3:2])([CH3:3])[N:4]([CH2:5][CH2:6][NH:7][c:8]1[n:9][c:10]([CH3:15])[cH:11][c:12]([CH3:14])[n:13]1)[CH:16]([CH3:17])[CH3:18].[H-:19].[Na+:20].[Na+:28].[OH-:27]>>[CH:1]([CH3:2])([CH3:3])[N:4]([CH2:5][CH2:6][N:7]([c:8]1[n:9][c:10]([CH3:15])[cH:11][c:12]([CH3:14])[n:13]1)[C:23]([N:22]([CH3:21])[CH3:26])=[O:24])[CH:16]([CH3:17])[CH3:18]. Reactants: O (water), O (water), C1(CCCCC1)=O (cyclohexanone), C(C=C)Br (Allyl bromide), N1CCCC1 (pyrrolidine). Solvent: C1(=CC=CC=C1)C (toluene). Yields the product C(C=C)C1C(CCCC1)=O (2-allyl cyclohexanone). Reaction SMILES: O.[C:2]1(=[O:8])[CH2:7][CH2:6][CH2:5][CH2:4][CH2:3]1.N1C[CH2:12][CH2:11][CH2:10]1.C(Br)C=C>C1(C)C=CC=CC=1>[CH2:12]([CH:3]1[CH2:4][CH2:5][CH2:6][CH2:7][C:2]1=[O:8])[CH:11]=[CH2:10]. Procedure details: Into a 2 liter round bottom flask, equipped with Dean-Stark water separator, cyclohexanone (186 g, 1.90 moles, Aldrich) was dissolved in 1 liter toluene, and then pyrrolidine (292 g, 4.1 moles) was added. The mixture was brought to reflux overnight, during which 55 mL of water was collected. After switching to a distillation head, excess pyrrolindine and toluene were distilled off (1.2 liter). When most of the volatiles had been removed, aspirator vacuum was applied to assist in removal of resid...